Dataset: the Open Reaction Database (ORD), a public repository of structured organic reaction records. Task: describe an organic reaction: reactants, conditions, products, and yield Starting materials: C(C)(C)(C)OC(=O)N1[C@@H]([C@H](CC1)O[Si](C)(C)C(C)(C)C)[C@H](C)N ((2R,3S)—N-tert-Butyloxycarbonyl-3-(tert-butyldimethylsilanyloxy)-2-((1S)-1-aminoethyl)pyrrolidine), ClC1=C(C#N)C=CC(=C1C)I (2-Chloro-4-iodo-3-methylbenzonitrile), C(=O)([O-])[O-].[Cs+].[Cs+] (Cs2CO3). The solvent is C1(=CC=CC=C1)C.CS(=O)C (toluene DMSO). Reaction conditions: temperature 110 celsius. Yields the product C(C)(C)(C)OC(=O)N1[C@@H]([C@H](CC1)O[Si](C)(C)C(C)(C)C)[C@H](C)NC1=C(C(=C(C=C1)C#N)Cl)C ((2R,3S)-1-tert-Butyloxycarbonyl-3-(tert-butyldimethylsilanyloxy)-2-[(1S)-1-(3-chloro-4-cyano-2-methyl-phenylamino)ethyl]pyrrolidine). Isolated yield 99.0%. RXN SMILES: [C:1]([O:5][C:6]([N:8]1[CH2:12][CH2:11][C@H:10]([O:13][Si:14]([C:17]([CH3:20])([CH3:19])[CH3:18])([CH3:16])[CH3:15])[C@H:9]1[C@@H:21]([NH2:23])[CH3:22])=[O:7])([CH3:4])([CH3:3])[CH3:2].[Cl:24][C:25]1[C:32]([CH3:33])=[C:31](I)[CH:30]=[CH:29][C:26]=1[C:27]#[N:28].C([O-])([O-])=O.[Cs+].[Cs+]>C1(C)C=CC=CC=1.CS(C)=O>[C:1]([O:5][C:6]([N:8]1[CH2:12][CH2:11][C@H:10]([O:13][Si:14]([C:17]([CH3:20])([CH3:19])[CH3:18])([CH3:16])[CH3:15])[C@H:9]1[C@@H:21]([NH:23][C:31]1[CH:30]=[CH:29][C:26]([C:27]#[N:28])=[C:25]([Cl:24])[C:32]=1[CH3:33])[CH3:22])=[O:7])([CH3:4])([CH3:3])[CH3:2] |f:2.3.4,5.6|. Reported procedure: To a solution of 61F (325 mg, 0.94 mmol) in degassed toluene:DMSO (2:1, 7 mL) at rt was added 61G (260 mg, 0.94 mmol), Cs2CO3 (614 mg, 1.89 mmol) and a solution of Pd2(dba)3 and (S)—N,N-dimethyl-1-[(R)-2-(diphenyphosphino)ferrocenyl]ethylamine (1:6 ratio, 0.06 mol %) in nitrogen degassed toluene (3 mL). The reaction was degassed with nitrogen for 30 min, sealed and heated at 110° C. for 48 h. Cool to rt and extract with EtOAc (50 mL) and wash with water followed by sat'd aqueous NaHCO3. Dry over... Reactants: C(CCC)C(C(=O)OCC)C(=O)OCC (diethyl n-butylmalonate), OC1CC(N(C(C1)(C)C)OC)(C)C (4-hydroxy-1-methoxy-2,2,6,6-tetramethylpiperidine). The reagents and catalysts are [NH2-].[Li+] (lithium amide). Solvent: C=1(C(=CC=CC1)C)C (xylene). Product: C(CCC)C(C(=O)OC1CC(N(C(C1)(C)C)OC)(C)C)C(=O)OC1CC(N(C(C1)(C)C)OC)(C)C (Di-(1-methoxy-2,2,6,6-tetramethylpiperidin-4-yl) n-Butylmalonate). Yield: 98.4%. RXN SMILES: [CH2:1]([CH:5]([C:11]([O:13][CH2:14][CH3:15])=[O:12])[C:6]([O:8][CH2:9][CH3:10])=[O:7])[CH2:2][CH2:3][CH3:4].OC1[CH2:22][C:21]([CH3:24])([CH3:23])[N:20]([O:25][CH3:26])[C:19]([CH3:28])([CH3:27])C1>[NH2-].[Li+].C1(C)C(C)=CC=CC=1>[CH2:1]([CH:5]([C:11]([O:13][CH:14]1[CH2:24][C:21]([CH3:22])([CH3:23])[N:20]([O:25][CH3:26])[C:19]([CH3:27])([CH3:28])[CH2:15]1)=[O:12])[C:6]([O:8][CH:9]1[CH2:22][C:21]([CH3:24])([CH3:23])[N:20]([O:25][CH3:26])[C:19]([CH3:28])([CH3:27])[CH2:10]1)=[O:7])[CH2:2][CH2:3][CH3:4] |f:2.3|. Procedure: A mixture of diethyl n-butylmalonate (11.55 g, 53.4 mmol), 4-hydroxy-1-methoxy-2,2,6,6-tetramethylpiperidine (20.0 g, 107 mmol), lithium amide (120 mg), and xylene (100 ml) is distilled until the distillate reaches a constant temperature of 137° C. Xylene is evaporated and the residue is dissolved in heptane. Acetic acid is added and the resulting precipitate is filtered. The filtrate is concentrated to obtain 26.2 g (98% yield) of a light yellow oil. The reactants are COc1ccc2ncc(=O)n(CCN3CCC(NCc4ccc(C)c(N(C(=O)[O-])C(C)(C)C)c4)CC3)c2c1, CCOC(C)=O, Cl. The product is Cl, COc1ccc2ncc(=O)n(CCN3CCC(NCc4ccc(C)c(N)c4)CC3)c2c1. RXN SMILES: [C:1]([N:5]([C:2](=[O:3])[O-:4])[c:9]1[c:10]([CH3:38])[cH:11][cH:12][c:13]([CH2:15][NH:16][CH:17]2[CH2:18][CH2:19][N:20]([CH2:23][CH2:24][n:25]3[c:26](=[O:37])[cH:27][n:28][c:29]4[cH:30][cH:31][c:32]([O:35][CH3:36])[cH:33][c:34]34)[CH2:21][CH2:22]2)[cH:14]1)([CH3:6])([CH3:7])[CH3:8].[C:39]([O:40][CH2:41][CH3:42])(=[O:43])[CH3:44].[ClH:45]>>[ClH:45].[NH2:5][c:9]1[c:10]([CH3:38])[cH:11][cH:12][c:13]([CH2:15][NH:16][CH:17]2[CH2:18][CH2:19][N:20]([CH2:23][CH2:24][n:25]3[c:26](=[O:37])[cH:27][n:28][c:29]4[cH:30][cH:31][c:32]([O:35][CH3:36])[cH:33][c:34]34)[CH2:21][CH2:22]2)[cH:14]1. Reported procedure: 5 g of 5-aminoquinoline, 3 ml of propionaldehyde and 4.7 g of para-thiocresol are dissolved in 100 ml of ethanol in a 250 ml round-bottomed flask. The reaction mixture is heated at reflux for 2 hours and then evaporated to dryness. The residue is dissolved in 100 ml of ethanol and cooled in an ice bath and then 6.5 g of sodium borohydride are added portionwise. When addition is complete, the reaction mixture is heated at reflux for 2 hours and then, successively, 30 ml of water are added, the mi... Reaction SMILES: [NH2:1][C:2]1[CH:11]=[CH:10][CH:9]=[C:8]2[C:3]=1[CH:4]=[CH:5][CH:6]=[N:7]2.[CH:12](=O)[CH2:13][CH3:14]>C(O)C>[CH2:12]([NH:1][C:2]1[CH:11]=[CH:10][CH:9]=[C:8]2[C:3]=1[CH:4]=[CH:5][CH:6]=[N:7]2)[CH2:13][CH3:14]. Starting materials: NC1=C2C=CC=NC2=CC=C1 (5-aminoquinoline), C(CC)=O (propionaldehyde), para-thiocresol. The product is C(CC)NC1=C2C=CC=NC2=CC=C1 (N-Propyl-N-quinol-5-ylamine). Conditions: time 15 minute. Solvent: C(C)O (ethanol). Product: C=C(C)C(CC#N)c1ccccc1. As a reaction SMILES: [CH2:17]([OH:18])[CH3:19].[CH3:1][C:2]([CH:3]([CH2:4][CH:5]=[O:6])[c:7]1[cH:8][cH:9][cH:10][cH:11][cH:12]1)=[CH2:13].[ClH:14].[NH2:15][OH:16]>>[CH3:1][C:2]([CH:3]([CH2:4][C:5]#[N:15])[c:7]1[cH:8][cH:9][cH:10][cH:11][cH:12]1)=[CH2:13]. Starting materials: CCO, C=C(C)C(CC=O)c1ccccc1, Cl, NO. The reactants are ClC1=NC=2C=CC=CC2C2=C1N=C(N2CCOC\C=C\C2=CC=CC=C2)C (4-Chloro-2-methyl-1-(2-{[(2E)-3-phenylprop-2-enyl]oxy}ethyl)-1H-imidazo[4,5-c]quinoline), N.CO (ammonia methanol). Reaction conditions: temperature 150 celsius. Yields the product CC=1N(C2=C(C(=NC=3C=CC=CC23)N)N1)CCOC\C=C\C1=CC=CC=C1 (2-methyl-1-(2-{[(2E)-3-phenylprop-2-enyl]oxy}ethyl)-1H-imidazo[4,5-c]quinolin-4-amine). As a reaction SMILES: Cl[C:2]1[C:11]2[N:12]=[C:13]([CH3:27])[N:14]([CH2:15][CH2:16][O:17][CH2:18]/[CH:19]=[CH:20]/[C:21]3[CH:26]=[CH:25][CH:24]=[CH:23][CH:22]=3)[C:10]=2[C:9]2[CH:8]=[CH:7][CH:6]=[CH:5][C:4]=2[N:3]=1.[NH3:28].CO>>[CH3:27][C:13]1[N:14]([CH2:15][CH2:16][O:17][CH2:18]/[CH:19]=[CH:20]/[C:21]2[CH:26]=[CH:25][CH:24]=[CH:23][CH:22]=2)[C:10]2[C:9]3[CH:8]=[CH:7][CH:6]=[CH:5][C:4]=3[N:3]=[C:2]([NH2:28])[C:11]=2[N:12]=1 |f:1.2|. Procedure details: 4-Chloro-2-methyl-1-(2-{[(2E)-3-phenylprop-2-enyl]oxy}ethyl)-1H-imidazo[4,5-c]quinoline (2.12 g, 5.61 mmol), was combined with an ammonia/methanol solution (7%, 70 mL) in a bomb and heated to 150° C. for 16.5 hours and cooled to ambient temperature. Analysis indicated that the reaction was incomplete. The solution was concentrated under reduced pressure to ˜10 mL, diluted with ammonia/methanol (7%, 50 mL) and reacted in a bomb at 150° C. for 8.5 hours to complete the reaction. The solution was p... Starting materials: C#Cc1ccc(N)cc1, CC(C)(C)c1cccc(C=O)c1O, CC(=O)O, CCO. Yields the product C#Cc1ccc(N=Cc2cccc(C(C)(C)C)c2O)cc1. Reaction SMILES: [C:14](#[CH:15])[c:16]1[cH:17][cH:18][c:19]([NH2:20])[cH:21][cH:22]1.[C:1]([CH3:2])([CH3:3])([CH3:4])[c:5]1[c:6]([OH:13])[c:7]([CH:8]=[O:9])[cH:10][cH:11][cH:12]1.[CH3:23][C:24](=[O:25])[OH:26].[CH3:27][CH2:28][OH:29]>>[C:1]([CH3:2])([CH3:3])([CH3:4])[c:5]1[c:6]([OH:13])[c:7]([CH:8]=[N:20][c:19]2[cH:18][cH:17][c:16]([C:14]#[CH:15])[cH:22][cH:21]2)[cH:10][cH:11][cH:12]1. The reactants are CON(C(=O)C1=CC=2N(C=C1)C=CN2)C (Imidazo[1,2-a]pyridine-7-carboxylic acid methoxy-methyl-amide), C(#CC)[Mg]Br (1-propynylmagnesium bromide). Run in C1CCOC1 (THF). Conditions: time 1.5 hour. The product is N=1C=CN2C1C=C(C=C2)C(C#CC)=O (1-Imidazo[1,2-a]pyridin-7-yl-but-2-yn-1-one). Reaction SMILES: CON(C)[C:4]([C:6]1[CH:11]=[CH:10][N:9]2[CH:12]=[CH:13][N:14]=[C:8]2[CH:7]=1)=[O:5].[C:16]([Mg]Br)#[C:17][CH3:18]>C1COCC1>[N:14]1[CH:13]=[CH:12][N:9]2[CH:10]=[CH:11][C:6]([C:4](=[O:5])[C:16]#[C:17][CH3:18])=[CH:7][C:8]=12. Reported procedure: To a solution of Imidazo[1,2-a]pyridine-7-carboxylic acid methoxy-methyl-amide (187 mg, 0.91 mmol) in THF (10 ml) at −78° C. was added 1-propynylmagnesium bromide (0.5M in THF, 2.74 ml). The reaction was allowed to warm to room temperature and stirred for 1.5 h before being quenched with 2M HCl (2 ml) and washed with CH2Cl2. The aqueous fraction was basified using Na2CO3 and extracted with CH2Cl2. The organic fraction was dried (MgSO4), filtered and the solvent removed in vacuo to afford the pro... Run in P(=O)(Cl)(Cl)Cl (phosphoryl chloride). The yield is 15.5%. The reagents and catalysts are CN(C=O)C (N,N-dimethylformamide). Product: ClC1=CC(=C(C=C1OC)NC1=C(C=NC=2C=C3C(=CC12)N=CS3)C#N)C (8-[(4-Chloro-5-methoxy-2-methylphenyl)amino]thiazolo[4,5-g]quinoline-7-carbonitrile). The reactants are ClC1=CC(=C(N)C=C1OC)C (4-chloro-5-methoxy-2-methylaniline), Cl.N1=CC=CC=C1 (pyridine hydrochloride), OC1=C(C=NC=2C=C3C(=CC12)N=CS3)C#N (8-hydroxy[1,3]thiazolo[4,5-g]quinoline-7-carbonitrile). Reported procedure: To a mixture of 100 mg (0.44 mmol) of 8-hydroxy[1,3]thiazolo[4,5-g]quinoline-7-carbonitrile in 5 mL of phosphoryl chloride is added five drops of N,N-dimethylformamide. The mixture is heated at reflux temperature for 30 minutes and then concentrated in vacuo. To the residue at 0° C. is added 50 mL of water. The solids are collected, washed with water, and dried in vacuo. To a mixture of this compound in 2 mL of 2-ethoxyethanol are added 76 mg (0.44 mmol) of 4-chloro-5-methoxy-2-methylaniline and... RXN SMILES: O[C:2]1[C:11]2[CH:10]=[C:9]3[N:12]=[CH:13][S:14][C:8]3=[CH:7][C:6]=2[N:5]=[CH:4][C:3]=1[C:15]#[N:16].[Cl:17][C:18]1[C:24]([O:25][CH3:26])=[CH:23][C:21]([NH2:22])=[C:20]([CH3:27])[CH:19]=1.Cl.N1C=CC=CC=1>P(Cl)(Cl)(Cl)=O.CN(C)C=O>[Cl:17][C:18]1[C:24]([O:25][CH3:26])=[CH:23][C:21]([NH:22][C:2]2[C:11]3[CH:10]=[C:9]4[N:12]=[CH:13][S:14][C:8]4=[CH:7][C:6]=3[N:5]=[CH:4][C:3]=2[C:15]#[N:16])=[C:20]([CH3:27])[CH:19]=1 |f:2.3|. Reactants: [N+](=O)([O-])C1=CC=C(COC(=O)N2[C@@H](C[C@H](C2)OC(C2=CC=CC=C2)=O)CI)C=C1 ((2S,4R)-1-(p-Nitrobenzyloxycarbonyl)-2-iodomethyl-4-benzoyloxypyrrolidine), [C-]#N.[Na+] (sodium cyanide). Solvent: CN(C=O)C (dimethylformamide), O (water). Conditions: time 24 hour. The product is [N+](=O)([O-])C1=CC=C(COC(=O)N2[C@@H](C[C@H](C2)OC(C2=CC=CC=C2)=O)CC#N)C=C1 ((2R,4R)-1-(p-nitrobenzyloxycarbonyl)-2-cyanomethyl-4-benzoyloxypyrrolidine). As a reaction SMILES: [N+:1]([C:4]1[CH:29]=[CH:28][C:7]([CH2:8][O:9][C:10]([N:12]2[CH2:16][C@H:15]([O:17][C:18](=[O:25])[C:19]3[CH:24]=[CH:23][CH:22]=[CH:21][CH:20]=3)[CH2:14][C@H:13]2[CH2:26]I)=[O:11])=[CH:6][CH:5]=1)([O-:3])=[O:2].[C-:30]#[N:31].[Na+]>CN(C)C=O.O>[N+:1]([C:4]1[CH:29]=[CH:28][C:7]([CH2:8][O:9][C:10]([N:12]2[CH2:16][C@H:15]([O:17][C:18](=[O:25])[C:19]3[CH:24]=[CH:23][CH:22]=[CH:21][CH:20]=3)[CH2:14][C@H:13]2[CH2:26][C:30]#[N:31])=[O:11])=[CH:6][CH:5]=1)([O-:3])=[O:2] |f:1.2|. Reported procedure: (2S,4R)-1-(p-Nitrobenzyloxycarbonyl)-2-iodomethyl-4-benzoyloxypyrrolidine (5.24 g) was dissolved in 26 ml of dry dimethylformamide, and 539 mg of sodium cyanide was added thereto, followed by stirring at room temperature for 24 hours. The reaction mixture was diluted with water and extracted with ethyl acetate. The extract was washed with water, dried over anhydrous sodium sulfate and distilled to remove the solvent. The residue was purified by silica gel column chromatography to give (2R,4R)-1-...